From a dataset of the Open Reaction Database (ORD), a public repository of structured organic reaction records. describe an organic reaction: reactants, conditions, products, and yield Starting materials: C1C[C@H](C[C@H](O1)C)NCc1ccc(cc1OC)OC. Reagents/catalysts: c1ccc(cc1)-c2c3ccccc3cc4ccccc24 (9-Phenylanthracene), C1=CC(=CC(=C1)Cl)C(=O)OO (mCPBA), c12ccc3n2[Cu]n2c(c(c4nc(C=C4)c3c3c(c(c(c(c3F)F)F)F)F)c3c(c(c(c(c3F)F)F)F)F)ccc2c(c2C=Cc(n2)c1c1c(c(c(c(c1F)F)F)F)F)c1c(c(c(c(c1F)F)F)F)F (Cu[TFPP]). Run in CC#N  (MeCN), C(CCl)Cl (DCE). Run at temperature 25 celsius, time 18 hour. Yields the product COc1ccc(CN[C@@H]2CCO[C@H](CO)C2)c(OC)c1. RXN SMILES: [CH3:1][O:2][c:3]1[cH:19][c:16]([O:17][CH3:18])[c:6]([CH2:7][NH:8][C@H:9]2[CH2:15][C@@H:13]([CH3:14])[O:12][CH2:11][CH2:10]2)[cH:5][cH:4]1>>[CH3:1][O:2][c:3]1[cH:19][c:16]([O:17][CH3:18])[c:6]([CH2:7][NH:8][C@H:9]2[CH2:15][C@@H:13]([CH2:14]O)[O:12][CH2:11][CH2:10]2)[cH:5][cH:4]1. Reactants: CC(C)(C)[O-], Fc1ncnc(F)c1F, [K+], C1CCOC1, O, Oc1ccccc1. The product is Fc1ncnc(Oc2ccccc2)c1F. RXN SMILES: [CH3:8][C:9]([CH3:10])([O-:11])[CH3:12].[F:14][c:15]1[n:16][cH:17][n:18][c:19]([F:22])[c:20]1[F:21].[K+:13].[O:24]1[CH2:25][CH2:26][CH2:27][CH2:28]1.[OH2:23].[OH:1][c:2]1[cH:3][cH:4][cH:5][cH:6][cH:7]1>>[O:1]([c:2]1[cH:3][cH:4][cH:5][cH:6][cH:7]1)[c:19]1[n:18][cH:17][n:16][c:15]([F:14])[c:20]1[F:21].